Dataset: the Open Reaction Database (ORD), a public repository of structured organic reaction records. Task: describe an organic reaction: reactants, conditions, products, and yield Starting materials: FC1=C(C=CC(=C1)F)N(C(=O)C1=CC=2COC=3C=CC(=CC3C2S1)C(=O)O)C (2-((2,4-difluorophenyl)(methyl)carbamoyl)-4H-thieno[3,2-c]chromene-8-carboxylic acid), [Cl-].[NH4+] (ammonium chloride). Product: FC1=C(C=CC(=C1)F)N(C(=O)C1=CC=2COC=3C=CC(=CC3C2S1)C(=O)N)C (N2-(2,4-difluorophenyl)-N2-methyl-4H-thieno[3,2-c]chromene-2,8-dicarboxamide). RXN SMILES: [F:1][C:2]1[CH:7]=[C:6]([F:8])[CH:5]=[CH:4][C:3]=1[N:9]([CH3:28])[C:10]([C:12]1[S:24][C:23]2[C:22]3[CH:21]=[C:20]([C:25](O)=[O:26])[CH:19]=[CH:18][C:17]=3[O:16][CH2:15][C:14]=2[CH:13]=1)=[O:11].[Cl-].[NH4+:30]>>[F:1][C:2]1[CH:7]=[C:6]([F:8])[CH:5]=[CH:4][C:3]=1[N:9]([CH3:28])[C:10]([C:12]1[S:24][C:23]2[C:22]3[CH:21]=[C:20]([C:25]([NH2:30])=[O:26])[CH:19]=[CH:18][C:17]=3[O:16][CH2:15][C:14]=2[CH:13]=1)=[O:11] |f:1.2|. Reported procedure: Following the procedure of Example 15 and General Procedure C, 2-((2,4-difluorophenyl)(methyl)carbamoyl)-4H-thieno[3,2-c]chromene-8-carboxylic acid and ammonium chloride were coupled to give 119bp. LCMS (ESI) m/z: 401.1